describe an organic reaction: reactants, conditions, products, and yield From a dataset of the Open Reaction Database (ORD), a public repository of structured organic reaction records. Reactants: [Na] (sodium), N1=CC=C(C=C1)C(C)=O (1-(4-pyridinyl)ethanone), C(C(=O)OCC)(=O)OCC (diethyl ethanedioate). Yields the product O=C(C(=O)OCC)CC(C1=CC=NC=C1)=O (Ethyl 2,4-dioxo-4-(4-pyridinyl)butanoate), product. The yield is 24.0%. RXN SMILES: [Na].[N:2]1[CH:7]=[CH:6][C:5]([C:8](=[O:10])[CH3:9])=[CH:4][CH:3]=1.[C:11](OCC)(=[O:17])[C:12]([O:14][CH2:15][CH3:16])=[O:13]>>[O:17]=[C:11]([CH2:9][C:8](=[O:10])[C:5]1[CH:6]=[CH:7][N:2]=[CH:3][CH:4]=1)[C:12]([O:14][CH2:15][CH3:16])=[O:13] |^1:0|. Procedure details: The title compound was prepared in the same manner as intermediate 29 using sodium metal (0.466 g, 20.26 mmol), 1-(4-pyridinyl)ethanone (1 g, 6.66 mmol), and diethyl ethanedioate (2.388 mL, 17.62 mmol). The crude product was purified using column chromatography (0 to 100% EtOAc/hexanes) to give 0.95 g of product (24%). LCMS E-S (M+H)=222.0 1H NMR (400 MHz, CHLOROFORM-d) δ ppm 1.37-1.55 (m, 3H), 4.43 (q, J=7.07 Hz, 2H), 7.06-7.16 (m, 1H), 7.72-7.92 (m, 2H), 8.82-8.94 (m, 2H). The reactants are C(=C)[Si](C)(C)C (vinyltrimethylsilane), ice, C1(CCCC1)C(=O)Cl (cyclopentanecarbonyl chloride), [Al+3].[Cl-].[Cl-].[Cl-] (AlCl3). Run in C(Cl)Cl (CH2Cl2), C(Cl)Cl (CH2Cl2). Product: ClCCC(=O)C1CCCC1 (3-Chloro-1-cyclopentyl-propan-1-one). As a reaction SMILES: [CH:1]1([C:6](Cl)=[O:7])[CH2:5][CH2:4][CH2:3][CH2:2]1.[Al+3].[Cl-:10].[Cl-].[Cl-].[CH:13]([Si](C)(C)C)=[CH2:14]>C(Cl)Cl>[Cl:10][CH2:13][CH2:14][C:6]([CH:1]1[CH2:5][CH2:4][CH2:3][CH2:2]1)=[O:7] |f:1.2.3.4|. Reported procedure: A solution of cyclopentanecarbonyl chloride (10 g, 75 mmol) and AlCl3 (11.1 g, 83 mmol) in CH2Cl2 (100 mL) was cooled to −10° C. A solution of vinyltrimethylsilane (12 mL, 75 mmol) in CH2Cl2 (50 mL) was added drop wise over 30 minutes. The reaction was stirred for 20 additional minutes, and then poured over 200 g of ice. The layers were separated, and the aqueous layer was extracted with CH2Cl2. The organic layers were combined and washed with saturated NaHCO3. The organic was then dried over Na... Reactants: CC(C)(C)OC(=O)N1CCC(O)CC1, COC(=O)c1cc([N+](=O)[O-])cc(Cl)c1O, ClCCl, CCOC(=O)N=NC(=O)OCC, c1ccc(P(c2ccccc2)c2ccccc2)cc1. The product is COC(=O)c1cc([N+](=O)[O-])cc(Cl)c1OC1CCN(C(=O)OC(C)(C)C)CC1. As a reaction SMILES: [C:1]([CH3:2])([CH3:3])([CH3:4])[O:5][C:6](=[O:7])[N:8]1[CH2:9][CH2:10][CH:11]([OH:14])[CH2:12][CH2:13]1.[Cl:15][c:16]1[c:17]([OH:29])[c:18]([C:19](=[O:20])[O:21][CH3:22])[cH:23][c:24]([N+:26](=[O:27])[O-:28])[cH:25]1.[Cl:61][CH2:62][Cl:63].[O:49]=[C:50]([O:51][CH2:52][CH3:53])[N:54]=[N:55][C:56]([O:57][CH2:58][CH3:59])=[O:60].[c:30]1([P:31]([c:32]2[cH:33][cH:34][cH:35][cH:36][cH:37]2)[c:38]2[cH:39][cH:40][cH:41][cH:42][cH:43]2)[cH:44][cH:45][cH:46][cH:47][cH:48]1>>[C:1]([CH3:2])([CH3:3])([CH3:4])[O:5][C:6](=[O:7])[N:8]1[CH2:9][CH2:10][CH:11]([O:14][c:17]2[c:16]([Cl:15])[cH:25][c:24]([N+:26](=[O:27])[O-:28])[cH:23][c:18]2[C:19](=[O:20])[O:21][CH3:22])[CH2:12][CH2:13]1. The reactants are FC1=C(C(=C(C=C1OC)OC)F)C1=CC2=C(C=N1)C(=NN2C2OCCCC2)I (6-(2,6-difluoro-3,5-dimethoxyphenyl)-3-iodo-1-(tetrahydro-2H-pyran-2-yl)-1H-pyrazolo[4,3-c]pyridine), COCCN1C(C2=CC=C(C=C2C1)B1OC(C(O1)(C)C)(C)C)=O (2-(2-methoxyethyl)-5-(4,4,5,5-tetramethyl-1,3,2-dioxaborolan-2-yl)isoindolin-1-one). Yields the product FC1=C(C(=C(C=C1OC)OC)F)C1=CC2=C(C=N1)C(=NN2)C=2C=C1CN(C(C1=CC2)=O)CCOC (5-[6-(2,6-difluoro-3,5-dimethoxyphenyl)-1H-pyrazolo[4,3-c]pyridin-3-yl]-2-(2-methoxyethyl)isoindolin-1-one). RXN SMILES: [F:1][C:2]1[C:7]([O:8][CH3:9])=[CH:6][C:5]([O:10][CH3:11])=[C:4]([F:12])[C:3]=1[C:13]1[N:18]=[CH:17][C:16]2[C:19](I)=[N:20][N:21](C3CCCCO3)[C:15]=2[CH:14]=1.[CH3:29][O:30][CH2:31][CH2:32][N:33]1[CH2:41][C:40]2[C:35](=[CH:36][CH:37]=[C:38](B3OC(C)(C)C(C)(C)O3)[CH:39]=2)[C:34]1=[O:51]>>[F:1][C:2]1[C:7]([O:8][CH3:9])=[CH:6][C:5]([O:10][CH3:11])=[C:4]([F:12])[C:3]=1[C:13]1[N:18]=[CH:17][C:16]2[C:19]([C:38]3[CH:39]=[C:40]4[C:35](=[CH:36][CH:37]=3)[C:34](=[O:51])[N:33]([CH2:32][CH2:31][O:30][CH3:29])[CH2:41]4)=[N:20][NH:21][C:15]=2[CH:14]=1. Procedure details: This compound was prepared by using procedures analogous to those described for the synthesis of Example 52, Step 8 starting from 6-(2,6-difluoro-3,5-dimethoxyphenyl)-3-iodo-1-(tetrahydro-2H-pyran-2-yl)-1H-pyrazolo[4,3-c]pyridine and 2-(2-methoxyethyl)-5-(4,4,5,5-tetramethyl-1,3,2-dioxaborolan-2-yl)isoindolin-1-one. LCMS (M+H)+=481.2.